describe an organic reaction: reactants, conditions, products, and yield From a dataset of the Open Reaction Database (ORD), a public repository of structured organic reaction records. Starting materials: CC(C)([O-])C.[K+] (potassium tert-butoxide), N1C(COC2=C3C1=C1CCCCC1=NC3=CC=C2)=O (1,3,9,10,11,12-hexahydro-2H-quino[4,3,2-ef][1,4]benzoxazepin-2-one), IC (iodomethane). Run in O1CCCC1 (tetrahydrofuran). Reaction conditions: time 15 minute. Product: CN1C(COC2=C3C1=C1CCCCC1=NC3=CC=C2)=O (1,3,9,10,11,12-Hexahydro-1-methyl-2H-quino[4,3,2-ef][1,4]benzoxazepin-2-one). The yield is 82.2%. RXN SMILES: [NH:1]1[C:7]2=[C:8]3[C:13](=[N:14][C:15]4=[CH:16][CH:17]=[CH:18][C:5](=[C:6]24)[O:4][CH2:3][C:2]1=[O:19])[CH2:12][CH2:11][CH2:10][CH2:9]3.[CH3:20]C(C)([O-])C.[K+].IC>O1CCCC1>[CH3:20][N:1]1[C:7]2=[C:8]3[C:13](=[N:14][C:15]4=[CH:16][CH:17]=[CH:18][C:5](=[C:6]24)[O:4][CH2:3][C:2]1=[O:19])[CH2:12][CH2:11][CH2:10][CH2:9]3 |f:1.2|. Procedure: To a suspension of 1,3,9,10,11,12-hexahydro-2H-quino[4,3,2-ef][1,4]benzoxazepin-2-one (4.0 g) in dry tetrahydrofuran (120 ml) was added potassium tert-butoxide (1.94 g). The mixture was stirred at room temperature for 15 mins, iodomethane (1.08 ml) was added, and the reaction mixture was stirred at room temperature overnight. The reaction mixture was concentrated, saturated potassium carbonate solution (150 ml) was added, and mixture was extracted twice with 150 ml portions of ethyl acetate. The... The reactants are BrC1=CC(=C(N)C(=C1)CC)CC (4-bromo-2,6-diethylaniline), F[B-](F)(F)F.[H+] (tetrafluoroboric acid), ice, N(=O)OC(C)(C)C (tert-butyl nitrite). Solvent: C(C)O (ethanol). Run at time 0.5 hour. Yields the product F[B-](F)(F)F.BrC1=CC(=C(C(=C1)CC)[N+]#N)CC (4-Bromo-2,6-diethylbenzenediazonium tetrafluoroborate). Isolated yield 66.0%. RXN SMILES: [Br:1][C:2]1[CH:8]=[C:7]([CH2:9][CH3:10])[C:5]([NH2:6])=[C:4]([CH2:11][CH3:12])[CH:3]=1.[F:13][B-:14]([F:17])([F:16])[F:15].[H+].[N:19](OC(C)(C)C)=O>C(O)C>[F:13][B-:14]([F:17])([F:16])[F:15].[Br:1][C:2]1[CH:8]=[C:7]([CH2:9][CH3:10])[C:5]([N+:6]#[N:19])=[C:4]([CH2:11][CH3:12])[CH:3]=1 |f:1.2,5.6|. Procedure: At 0° C., to a stirred solution of commercial 4-bromo-2,6-diethylaniline (10.0 g, 43.9 mmol) in absolute ethanol (219 mL) was added 48% aq. tetrafluoroboric acid (17.2 mL), followed by tert-butyl nitrite (5.7 mL, 48.0 mmol). After 0.5 h, the reaction was poured into ice cold ether (877 mL). The resulting precipitate was washed with cold ether and dried to give 9.39 g (66%) of the title compound. 1H NMR: consistent. The reactants are C(C1=CC=CC=C1)OC=1C=C2C(=C(N(C2=CC1)CC1=CC=C(C=C1)OCCCN1CCCCC1)C1=CC=C(C=C1)OCC1=CC=CC=C1)C (5-Benzyloxy-2-(4-benzyloxy-phenyl)-1-[4-(3-piperidin-1-yl-propoxy)-benzyl]-3-methyl-1H-indole), 165, C1=CC=CCC1 (Cyclohexadiene). The reagents and catalysts are [Pd] (palladium on carbon). The solvent is O1CCCC1 (tetrahydrofuran), C(C)O (ethanol). Conditions: time 18 hour. The product is OC1=CC=C(C=C1)C=1N(C2=CC=C(C=C2C1C)O)CC1=CC=C(C=C1)OCCCN1CCCCC1 (2-(4-Hydroxy-phenyl)-3-methyl-1-{4-[3-(piperidin-1-yl)-propoxy]-benzyl}-1H-indol-5-ol). Reaction SMILES: C([O:8][C:9]1[CH:10]=[C:11]2[C:15](=[CH:16][CH:17]=1)[N:14]([CH2:18][C:19]1[CH:24]=[CH:23][C:22]([O:25][CH2:26][CH2:27][CH2:28][N:29]3[CH2:34][CH2:33][CH2:32][CH2:31][CH2:30]3)=[CH:21][CH:20]=1)[C:13]([C:35]1[CH:40]=[CH:39][C:38]([O:41]CC3C=CC=CC=3)=[CH:37][CH:36]=1)=[C:12]2[CH3:49])C1C=CC=CC=1.C1CCC=CC=1>O1CCCC1.C(O)C.[Pd]>[OH:41][C:38]1[CH:39]=[CH:40][C:35]([C:13]2[N:14]([CH2:18][C:19]3[CH:24]=[CH:23][C:22]([O:25][CH2:26][CH2:27][CH2:28][N:29]4[CH2:30][CH2:31][CH2:32][CH2:33][CH2:34]4)=[CH:21][CH:20]=3)[C:15]3[C:11]([C:12]=2[CH3:49])=[CH:10][C:9]([OH:8])=[CH:17][CH:16]=3)=[CH:36][CH:37]=1. Procedure details: A solution of 5-Benzyloxy-2-(4-benzyloxy-phenyl)-1-[4-(3-piperidin-1-yl-propoxy)-benzyl]-3-methyl-1H-indole No. 165 (2.35 g) in tetrahydrofuran (25 mL) and ethanol (25 mL) was added to 2.3 g of 10% palladium on carbon. Cyclohexadiene (10 mL) was added and the reaction allowed to stir at room temperature for 18 hours. The catalyst was filtered through celite and the reaction mixture was concentrated and chromatographed on silica gel using dichloromethane/methanol (4:1) to elute the product (0.8 g... Starting materials: CS(=O)(=O)O, COC(=O)C(=O)c1ccc(O)cc1, OCCOc1cccc(F)c1, [H-], [Na+]. The product is COC(=O)C(=O)c1ccc(OCCOc2cccc(F)c2)cc1. Reaction SMILES: [CH3:16][S:17]([OH:18])(=[O:19])=[O:20].[CH3:1][O:2][C:3]([C:4]([c:5]1[cH:6][cH:7][c:8]([OH:11])[cH:9][cH:10]1)=[O:12])=[O:13].[F:21][c:22]1[cH:23][c:24]([O:25][CH2:26][CH2:27][OH:28])[cH:29][cH:30][cH:31]1.[H-:14].[Na+:15]>>[CH3:1][O:2][C:3]([C:4]([c:5]1[cH:6][cH:7][c:8]([O:11][CH2:27][CH2:26][O:25][c:24]2[cH:23][c:22]([F:21])[cH:31][cH:30][cH:29]2)[cH:9][cH:10]1)=[O:12])=[O:13]. Reactants: C1(=CC=C(C=C1)S(=O)(=O)O)C (p-toluene sulfonic acid), O (water), ClCCCC(=O)C1=CC=C(C=C1)F (γ-chloro-p-fluorobutyrophenone), C(CO)O (ethylene glycol). Solvent: C1=CC=CC=C1 (benzene). Yield: 93.0%. The product is C1COC(CCCCl)(C2=CC=C(C=C2)F)O1 (γ-Chloro-p-fluorobutyrophenone Ethylene Ketal). RXN SMILES: [Cl:1][CH2:2][CH2:3][CH2:4][C:5]([C:7]1[CH:12]=[CH:11][C:10]([F:13])=[CH:9][CH:8]=1)=[O:6].[CH2:14](O)[CH2:15][OH:16].C1(C)C=CC(S(O)(=O)=O)=CC=1.O>C1C=CC=CC=1>[CH2:15]1[O:16][C:5]([C:7]2[CH:8]=[CH:9][C:10]([F:13])=[CH:11][CH:12]=2)([CH2:4][CH2:3][CH2:2][Cl:1])[O:6][CH2:14]1. Procedure: A solution of γ-chloro-p-fluorobutyrophenone (50 g, 0.25 mole, commercially available); ethylene glycol (50 mL); p-toluene sulfonic acid (0.1 g) in 300 mL benzene is refluxed for 18 hrs with water of reaction being removed by means of a Dean Stark water trap. Upon cooling to room temperature, the reaction mixture is washed with dilute sodium bicarbonate, dried (MgSO4), filtered and the benzene removed by concentration in vacuo. The residual oil was distilled to give 57.7 g (93%) of product, b.p.... The reactants are C=1(C(OC)=CC=CC1)OC (veratrole), BrC(C(=O)Br)(C)C (2-bromoisobutyryl bromide), [Cl-].[Al+3].[Cl-].[Cl-] (aluminium chloride), Cl (hydrochloric acid). Product: COC=1C=C(C=CC1OC)C(C(C)(C)Br)=O (3',4'-Dimethoxy-2-bromoisobutyrophenone). The yield is 42.9%. RXN SMILES: [C:1]1([O:9][CH3:10])[C:2](=[CH:5][CH:6]=[CH:7][CH:8]=1)[O:3][CH3:4].[Br:11][C:12]([CH3:17])([CH3:16])[C:13](Br)=[O:14].[Cl-].[Al+3].[Cl-].[Cl-].Cl>>[CH3:4][O:3][C:2]1[CH:5]=[C:6]([C:13](=[O:14])[C:12]([Br:11])([CH3:17])[CH3:16])[CH:7]=[CH:8][C:1]=1[O:9][CH3:10] |f:2.3.4.5|. Procedure details: A mixture of veratrole (1,3-dimethoxybenzene) (13.8 g), 2-bromoisobutyryl bromide (23.0 g) and aluminium chloride (14.0 g) was heated for 1 hour at 70°-80° C. After cooling, ice and hydrochloric acid were added to the reaction mixture which was then extracted with ether. The extract was washed first with water and then with 1N NaOH-solution, dried and the solvent evaporated in vacuo, yielding a pale yellow oil (12.3 g). The product is C(C)N1C2=CC=CC=C2C=2C=C(C=CC12)NC(=O)[C@H]1N(CC(C1)=C)C(=O)NC1=CC(=CC=C1)OC ((2S)-N2-(9-ethyl-9H-carbazol-3-yl)-N1-(3-methoxyphenyl)-4-methylene-1,2-pyrrolidinedicarboxamide). As a reaction SMILES: C(O[C:6]([N:8]1[CH2:15][C:14](=[CH2:16])[CH2:13][C@H:9]1[C:10]([OH:12])=O)=[O:7])(C)(C)C.[N:17]([C:20]1[CH:25]=[CH:24][CH:23]=[C:22]([O:26][CH3:27])[CH:21]=1)=C=O.[CH2:28]([N:30]1[C:42]2[CH:41]=[CH:40][C:39]([NH2:43])=[CH:38][C:37]=2[C:36]2[C:31]1=[CH:32][CH:33]=[CH:34][CH:35]=2)[CH3:29]>>[CH2:28]([N:30]1[C:42]2[CH:41]=[CH:40][C:39]([NH:43][C:10]([C@@H:9]3[CH2:13][C:14](=[CH2:16])[CH2:15][N:8]3[C:6]([NH:17][C:20]3[CH:25]=[CH:24][CH:23]=[C:22]([O:26][CH3:27])[CH:21]=3)=[O:7])=[O:12])=[CH:38][C:37]=2[C:36]2[C:31]1=[CH:32][CH:33]=[CH:34][CH:35]=2)[CH3:29]. Procedure details: Following the general method as outlined in Example 22, starting from 1-(tert-butoxycarbonyl)-4-methyleneproline, 1-isocyanato-3-methoxybenzene, and 9-ethyl-9H-carbazol-3-amine the title compound was obtained in 47% purity by LC/MS. MS(ESI+): m/z=469.4. The reactants are C(C)(C)(C)OC(=O)N1[C@H](C(=O)O)CC(C1)=C (1-(tert-butoxycarbonyl)-4-methyleneproline), N(=C=O)C1=CC(=CC=C1)OC (1-isocyanato-3-methoxybenzene), C(C)N1C2=CC=CC=C2C=2C=C(C=CC12)N (9-ethyl-9H-carbazol-3-amine).